From a dataset of the Open Reaction Database (ORD), a public repository of structured organic reaction records. describe an organic reaction: reactants, conditions, products, and yield The reactants are CCOC(=O)C1CCC(Nc2nccc(-c3cnc4c(C(C)(C)O)cccn34)n2)CC1, C1CCOC1, CCO, O. The product is CC(C)(O)c1cccn2c(-c3ccnc(NC4CCC(C(=O)O)CC4)n3)cnc12. As a reaction SMILES: [CH2:1]([CH3:2])[O:3][C:4](=[O:5])[CH:6]1[CH2:7][CH2:8][CH:9]([NH:12][c:13]2[n:14][cH:15][cH:16][c:17](-[c:19]3[cH:20][n:21][c:22]4[n:23]3[cH:24][cH:25][cH:26][c:27]4[C:28]([CH3:29])([CH3:30])[OH:31])[n:18]2)[CH2:10][CH2:11]1.[CH2:32]1[O:33][CH2:34][CH2:35][CH2:36]1.[CH3:37][CH2:38][OH:39].[OH2:40]>>[O:3]=[C:4]([OH:5])[CH:6]1[CH2:7][CH2:8][CH:9]([NH:12][c:13]2[n:14][cH:15][cH:16][c:17](-[c:19]3[cH:20][n:21][c:22]4[n:23]3[cH:24][cH:25][cH:26][c:27]4[C:28]([CH3:29])([CH3:30])[OH:31])[n:18]2)[CH2:10][CH2:11]1.